From a dataset of the Open Reaction Database (ORD), a public repository of structured organic reaction records. describe an organic reaction: reactants, conditions, products, and yield The reactants are OCC1CC(C2CN(CC2C1)C(CC1=C(C=CC=C1)N1CCCC1)=O)(O)C1=C(C=CC=C1)F ((3aRS,4RS,6SR,7aSR)-6-hydroxymethyl-4-(2-fluorophenyl)-2-[2-(1-pyrrolidinyl)phenylacetyl]perhydroisoindol-4-ol), C1(=CC=C(C=C1)S(=O)(=O)Cl)C (p-toluenesulphonyl chloride). Run in C(C)N(CC)CC (triethylamine). Yields the product C1(=CC=C(C=C1)S(=O)(=O)OCC1CC(C2CN(CC2C1)C(CC1=C(C=CC=C1)N1CCCC1)=O)(O)C1=C(C=CC=C1)F)C ((3aRS,4RS,6SR,7aSR)-6-p-toluenesulphonyloxymethyl-4-(2-fluorophenyl)-2-[2-(1-pyrrolidinyl)phenylacetyl]perhydroisoindol-4-ol). Yield: 26.1%. RXN SMILES: [OH:1][CH2:2][CH:3]1[CH2:11][CH:10]2[CH:6]([CH2:7][N:8]([C:12](=[O:25])[CH2:13][C:14]3[CH:19]=[CH:18][CH:17]=[CH:16][C:15]=3[N:20]3[CH2:24][CH2:23][CH2:22][CH2:21]3)[CH2:9]2)[C:5]([C:27]2[CH:32]=[CH:31][CH:30]=[CH:29][C:28]=2[F:33])([OH:26])[CH2:4]1.[C:34]1([CH3:44])[CH:39]=[CH:38][C:37]([S:40](Cl)(=[O:42])=[O:41])=[CH:36][CH:35]=1>C(N(CC)CC)C>[C:34]1([CH3:44])[CH:39]=[CH:38][C:37]([S:40]([O:1][CH2:2][CH:3]2[CH2:11][CH:10]3[CH:6]([CH2:7][N:8]([C:12](=[O:25])[CH2:13][C:14]4[CH:19]=[CH:18][CH:17]=[CH:16][C:15]=4[N:20]4[CH2:24][CH2:23][CH2:22][CH2:21]4)[CH2:9]3)[C:5]([C:27]3[CH:32]=[CH:31][CH:30]=[CH:29][C:28]=3[F:33])([OH:26])[CH2:4]2)(=[O:42])=[O:41])=[CH:36][CH:35]=1. Reported procedure: The procedure is as described for Example 13, starting from 0.2 g of (3aRS,4RS,6SR,7aSR)-6-hydroxymethyl-4-(2-fluorophenyl)-2-[2-(1-pyrrolidinyl)phenylacetyl]perhydroisoindol-4-ol, 0.168 g of p-toluenesulphonyl chloride and 0.124 cm3 of triethylamine, and gives 0.07 g of (3aRS,4RS,6SR,7aSR)-6-p-toluenesulphonyloxymethyl-4-(2-fluorophenyl)-2-[2-(1-pyrrolidinyl)phenylacetyl]perhydroisoindol-4-ol in the form of a thick white foam.